This data is from the Open Reaction Database (ORD), a public repository of structured organic reaction records. The task is: describe an organic reaction: reactants, conditions, products, and yield Reactants: FC1=C(C(=CC=C1)O)C(C(C)=O)(C)C (3-(2-fluoro-6-hydroxy-phenyl)-3-methyl-butan-2-one), ClC1=NC2=CC=CC(=C2N=C1)F (2-chloro-5-fluoro-quinoxaline), C([O-])([O-])=O.[K+].[K+] (potassium carbonate). Run in CN(C=O)C (dimethylformamide). Reaction conditions: temperature 100 celsius, time 2 hour. Product: FC1=C(C(=CC=C1)OC1=NC2=CC=CC(=C2N=C1)F)C(C(C)=O)(C)C (3-[2-fluoro-6-(5-fluoro-quinoxalin-2-yloxy)-phenyl]-3-methyl-butan-2-one). Yield: 26.7%. As a reaction SMILES: [F:1][C:2]1[CH:7]=[CH:6][CH:5]=[C:4]([OH:8])[C:3]=1[C:9]([CH3:14])([CH3:13])[C:10](=[O:12])[CH3:11].Cl[C:16]1[CH:25]=[N:24][C:23]2[C:18](=[CH:19][CH:20]=[CH:21][C:22]=2[F:26])[N:17]=1.C(=O)([O-])[O-].[K+].[K+]>CN(C)C=O>[F:1][C:2]1[CH:7]=[CH:6][CH:5]=[C:4]([O:8][C:16]2[CH:25]=[N:24][C:23]3[C:18](=[CH:19][CH:20]=[CH:21][C:22]=3[F:26])[N:17]=2)[C:3]=1[C:9]([CH3:14])([CH3:13])[C:10](=[O:12])[CH3:11] |f:2.3.4|. Procedure details: 0.32 g of 3-(2-fluoro-6-hydroxy-phenyl)-3-methyl-butan-2-one and 0.28 g of 2-chloro-5-fluoro-quinoxaline were dissolved in 3 ml of dimethylformamide. 0.25 g of potassium carbonate were added thereto followed by stirring for 2 hours at 100° C. Subsequently, the reaction mixture was purified by silica gel column chromatography to obtain 0.14 g of 3-[2-fluoro-6-(5-fluoro-quinoxalin-2-yloxy)-phenyl]-3-methyl-butan-2-one. Starting materials: COC=1C(=C2C=NNC(C2=CC1)=O)C#C[Si](C)(C)C (6-methoxy-5-trimethylsilanylethynyl-2H-phthalazin-1-one), [OH-].[Na+] (NaOH), Cl (HCl). Run in C(C)#N (acetonitrile). Run at time 1 hour. Yields the product C(#C)C1=C2C=NNC(C2=CC=C1OC)=O (5-Ethynyl-6-methoxy-2H-phthalazin-1-one). Yield: 97.5%. Reaction SMILES: [CH3:1][O:2][C:3]1[C:4]([C:14]#[C:15][Si](C)(C)C)=[C:5]2[C:10](=[CH:11][CH:12]=1)[C:9](=[O:13])[NH:8][N:7]=[CH:6]2.[OH-].[Na+].Cl>C(#N)C>[C:14]([C:4]1[C:3]([O:2][CH3:1])=[CH:12][CH:11]=[C:10]2[C:5]=1[CH:6]=[N:7][NH:8][C:9]2=[O:13])#[CH:15] |f:1.2|. Reported procedure: A suspension of 6-methoxy-5-trimethylsilanylethynyl-2H-phthalazin-1-one (2.87 g, 10.20 mmoles), prepared as described in example 139, in acetonitrile (50 ml) was added with 32% NaOH (15 ml) and stirred at room temperature for 1 hour. The mixture was neutralised with concentrated HCl and the precipitate filtered off. The aqueous phase was extracted with ethyl acetate, the organic phase was dried and taken up in acetone. The solid was filtered off and joined to the previous precipitate to give 1.9... Starting materials: CC(=O)OC(C)(C)C, C[Si](C)(C)[N-][Si](C)(C)C, Cc1ccccc1, [Cl-], Cc1cccc(Cl)n1, [Li+], [NH4+], O. Product: Cc1cccc(CC(=O)OC(C)(C)C)n1. RXN SMILES: [C:1]([CH3:2])(=[O:3])[O:4][C:5]([CH3:6])([CH3:7])[CH3:8].[CH3:18][Si:19]([N-:20][Si:21]([CH3:22])([CH3:23])[CH3:24])([CH3:25])[CH3:26].[CH3:29][c:30]1[cH:31][cH:32][cH:33][cH:34][cH:35]1.[Cl-:27].[Cl:9][c:10]1[n:11][c:12]([CH3:16])[cH:13][cH:14][cH:15]1.[Li+:17].[NH4+:28].[OH2:36]>>[C:1]([CH2:2][c:10]1[n:11][c:12]([CH3:16])[cH:13][cH:14][cH:15]1)(=[O:3])[O:4][C:5]([CH3:6])([CH3:7])[CH3:8]. Starting materials: [BH4-], O=S(=O)(c1cc(Cl)cc(Cl)c1O)N(Cc1ccc(F)cc1)Cc1ccc(C(O)c2ccccc2)cc1, ClCCl, O=C(O)C(F)(F)F, [Na+]. Product: O=S(=O)(c1cc(Cl)cc(Cl)c1O)N(Cc1ccc(F)cc1)Cc1ccc(Cc2ccccc2)cc1. Reaction SMILES: [BH4-:8].[Cl:10][c:11]1[c:12]([OH:45])[c:13]([S:18](=[O:19])(=[O:20])[N:21]([CH2:22][c:23]2[cH:24][cH:25][c:26]([CH:29]([c:30]3[cH:31][cH:32][cH:33][cH:34][cH:35]3)[OH:36])[cH:27][cH:28]2)[CH2:37][c:38]2[cH:39][cH:40][c:41]([F:44])[cH:42][cH:43]2)[cH:14][c:15]([Cl:17])[cH:16]1.[Cl:46][CH2:47][Cl:48].[F:1][C:2]([F:3])([F:4])[C:5]([OH:6])=[O:7].[Na+:9]>>[Cl:10][c:11]1[c:12]([OH:45])[c:13]([S:18](=[O:19])(=[O:20])[N:21]([CH2:22][c:23]2[cH:24][cH:25][c:26]([CH2:29][c:30]3[cH:31][cH:32][cH:33][cH:34][cH:35]3)[cH:27][cH:28]2)[CH2:37][c:38]2[cH:39][cH:40][c:41]([F:44])[cH:42][cH:43]2)[cH:14][c:15]([Cl:17])[cH:16]1. Reaction conditions: temperature 100 celsius. Isolated yield 47.9%. Starting materials: C(C)(=O)C1=CC=C(C=C1)N1CCN(CC1)CCCCC(=O)OC (4-(4-Acetylphenyl)-1-piperazinevaleric acid, methyl ester), CO.C(Cl)Cl (MeOH CH2Cl2), Cl (HCl). Procedure details: 4-(4-Acetylphenyl)-1-piperazinevaleric acid, methyl ester (15.3 mg) is suspended in 0.1 mL of potassium hydroxide solution (33.2 mg/mL). After heating at 100° C. for 150 min, the starting material is completely dissolved and absent by TLC (10% MeOH/CH2Cl2). After acidifying the reaction solution to pH 4 by adding 0.2N HCl, the aqueous solution is extracted with methylene chloride. After evaporation of the organic layer to dryness, the residue is dissolved in methylene chloride and filtered. Evap... The solvent is [OH-].[K+] (potassium hydroxide). The product is C(C)(=O)C1=CC=C(C=C1)N1CCN(CC1)CCCCC(=O)O (4-(4-acetylphenyl)-1-piperazinevaleric acid). RXN SMILES: [C:1]([C:4]1[CH:9]=[CH:8][C:7]([N:10]2[CH2:15][CH2:14][N:13]([CH2:16][CH2:17][CH2:18][CH2:19][C:20]([O:22]C)=[O:21])[CH2:12][CH2:11]2)=[CH:6][CH:5]=1)(=[O:3])[CH3:2].CO.C(Cl)Cl.Cl>[OH-].[K+]>[C:1]([C:4]1[CH:5]=[CH:6][C:7]([N:10]2[CH2:11][CH2:12][N:13]([CH2:16][CH2:17][CH2:18][CH2:19][C:20]([OH:22])=[O:21])[CH2:14][CH2:15]2)=[CH:8][CH:9]=1)(=[O:3])[CH3:2] |f:1.2,4.5|.